describe an organic reaction: reactants, conditions, products, and yield From a dataset of the Open Reaction Database (ORD), a public repository of structured organic reaction records. The reactants are ClCCl, CC(C)Oc1ccc(-c2nc(-c3cccc4c(CCC(=O)OC(C)(C)C)cn(C)c34)no2)cc1Cl, O=C(O)C(F)(F)F. The product is CC(C)Oc1ccc(-c2nc(-c3cccc4c(CCC(=O)O)cn(C)c34)no2)cc1Cl. As a reaction SMILES: [Cl:43][CH2:44][Cl:45].[Cl:8][c:9]1[cH:10][c:11](-[c:19]2[n:20][c:21](-[c:24]3[cH:25][cH:26][cH:27][c:28]4[c:29]([CH2:34][CH2:35][C:36](=[O:37])[O:38][C:39]([CH3:40])([CH3:41])[CH3:42])[cH:30][n:31]([CH3:33])[c:32]34)[n:22][o:23]2)[cH:12][cH:13][c:14]1[O:15][CH:16]([CH3:17])[CH3:18].[OH:1][C:2]([C:3]([F:4])([F:5])[F:6])=[O:7]>>[Cl:8][c:9]1[cH:10][c:11](-[c:19]2[n:20][c:21](-[c:24]3[cH:25][cH:26][cH:27][c:28]4[c:29]([CH2:34][CH2:35][C:36](=[O:37])[OH:38])[cH:30][n:31]([CH3:33])[c:32]34)[n:22][o:23]2)[cH:12][cH:13][c:14]1[O:15][CH:16]([CH3:17])[CH3:18].